Dataset: the Open Reaction Database (ORD), a public repository of structured organic reaction records. Task: describe an organic reaction: reactants, conditions, products, and yield Reactants: [K+], [OH-], CCCCCCCCCCCCNCC(O)CO, CCCCCCC(O)C(=O)OC. Yields the product CCCCCCCCCCCCN(CC(O)CO)C(=O)C(O)CCCCCC. As a reaction SMILES: [K+:20].[OH-:19].[OH:1][CH:2]([CH2:3][NH:4][CH2:5][CH2:6][CH2:7][CH2:8][CH2:9][CH2:10][CH2:11][CH2:12][CH2:13][CH2:14][CH2:15][CH3:16])[CH2:17][OH:18].[OH:21][CH:22]([C:23](=[O:24])[O:25][CH3:26])[CH2:27][CH2:28][CH2:29][CH2:30][CH2:31][CH3:32]>>[OH:1][CH:2]([CH2:3][N:4]([CH2:5][CH2:6][CH2:7][CH2:8][CH2:9][CH2:10][CH2:11][CH2:12][CH2:13][CH2:14][CH2:15][CH3:16])[C:23]([CH:22]([OH:21])[CH2:27][CH2:28][CH2:29][CH2:30][CH2:31][CH3:32])=[O:24])[CH2:17][OH:18]. Starting materials: C(C)(=O)N1CC2=CC(=CC=C2CC1)[N+](=O)[O-] (N-acetyl-7-nitro-1,2,3,4-tetrahydroisoquinoline), ferric chloride hexahydrate, O.NN (hydrazine hydrate). Run in CO (methanol). The product is C(C)(=O)N1CC2=CC(=CC=C2CC1)N (N-acetyl-7-amino-1,2,3,4-tetrahydroisoquinoline). Yield: 86.8%. As a reaction SMILES: [C:1]([N:4]1[CH2:13][CH2:12][C:11]2[C:6](=[CH:7][C:8]([N+:14]([O-])=O)=[CH:9][CH:10]=2)[CH2:5]1)(=[O:3])[CH3:2].O.NN>CO>[C:1]([N:4]1[CH2:13][CH2:12][C:11]2[C:6](=[CH:7][C:8]([NH2:14])=[CH:9][CH:10]=2)[CH2:5]1)(=[O:3])[CH3:2] |f:1.2|. Procedure details: A mixture of 13 (5.1 g, 23 mmol), activated carbon (4.2 g), ferric chloride hexahydrate (2.1 g, 7.6 mmol) and methanol (140 ml) is stirred under refluxing for 20 minutes. To the boiling mixture is added hydrazine hydrate (8.5 g, 265 mmol) dropwise, and the mixture is refluxed for an additional 4 h, cooled and filtered and the residue washed with methanol. The filtrate is concentrated in vacuo and the residue recrystallized from EtOAc to give compound 14 (3.8 g, 85% yield). 1H NMR [300 MHz, (CD3)... The reactants are CN(C)C=O, Sc1nc(-c2ccc(Cl)cc2)c(-c2ccc(Cl)cc2)[nH]1, O=[N+]([O-])c1cc(C(F)(F)F)ccc1Cl, [H-], [Na+]. Yields the product O=[N+]([O-])c1cc(C(F)(F)F)ccc1Sc1nc(-c2ccc(Cl)cc2)c(-c2ccc(Cl)cc2)[nH]1. Reaction SMILES: [CH3:37][N:38]([CH3:39])[CH:40]=[O:41].[Cl:15][c:16]1[cH:17][cH:18][c:19](-[c:22]2[n:23][c:24]([SH:34])[nH:25][c:26]2-[c:27]2[cH:28][cH:29][c:30]([Cl:33])[cH:31][cH:32]2)[cH:20][cH:21]1.[Cl:1][c:2]1[c:3]([N+:12](=[O:13])[O-:14])[cH:4][c:5]([C:8]([F:9])([F:10])[F:11])[cH:6][cH:7]1.[H-:35].[Na+:36]>>[c:2]1([S:34][c:24]2[nH:23][c:22](-[c:19]3[cH:18][cH:17][c:16]([Cl:15])[cH:21][cH:20]3)[c:26](-[c:27]3[cH:28][cH:29][c:30]([Cl:33])[cH:31][cH:32]3)[n:25]2)[c:3]([N+:12](=[O:13])[O-:14])[cH:4][c:5]([C:8]([F:9])([F:10])[F:11])[cH:6][cH:7]1. Starting materials: CO, CCC(CC)(c1ccc(CCC(O)C(C)(C)C)c(C)c1)c1ccc(-c2nc(CC(=O)OC)cs2)c(C)c1, Cl, [Na+], [OH-], O. Product: CCC(CC)(c1ccc(CCC(O)C(C)(C)C)c(C)c1)c1ccc(-c2nc(CC(=O)O)cs2)c(C)c1. As a reaction SMILES: [CH3:42][OH:43].[CH3:4][O:5][C:6]([CH2:7][c:8]1[n:9][c:10](-[c:13]2[c:14]([CH3:39])[cH:15][c:16]([C:19]([CH2:20][CH3:21])([c:22]3[cH:23][c:24]([CH3:36])[c:25]([CH2:28][CH2:29][CH:30]([C:31]([CH3:32])([CH3:33])[CH3:34])[OH:35])[cH:26][cH:27]3)[CH2:37][CH3:38])[cH:17][cH:18]2)[s:11][cH:12]1)=[O:40].[ClH:41].[Na+:2].[OH-:1].[OH2:3]>>[O:5]=[C:6]([CH2:7][c:8]1[n:9][c:10](-[c:13]2[c:14]([CH3:39])[cH:15][c:16]([C:19]([CH2:20][CH3:21])([c:22]3[cH:23][c:24]([CH3:36])[c:25]([CH2:28][CH2:29][CH:30]([C:31]([CH3:32])([CH3:33])[CH3:34])[OH:35])[cH:26][cH:27]3)[CH2:37][CH3:38])[cH:17][cH:18]2)[s:11][cH:12]1)[OH:40]. The reactants are COC=1C(=NC(=CC1)N1N=CC=2C=NC(=CC21)C2=NC(=CN=C2)C)N2C[C@H](CCC2)NC(OC(C)(C)C)=O (tert-butyl N-[(3S)-1-[3-methoxy-6-[6-(6-methylpyrazin-2-yl)pyrazolo[4,3-c]pyridin-1-yl]-2-pyridyl]-3-piperidyl]carbamate), Cl (hydrochloric acid). Reported procedure: To a solution of tert-butyl N-[(3S)-1-[3-methoxy-6-[6-(6-methylpyrazin-2-yl)pyrazolo[4,3-c]pyridin-1-yl]-2-pyridyl]-3-piperidyl]carbamate (0.2758 mmol; 142.5 mg) in Methanol (10 mL) was added hydrochloric acid, 4.0 M in 1,4-Dioxane (5 mL). The resulting mixture was stirred at room temperature overnight. The mixture was concentrated and the residue was purified by reverse phase HPLC to afford 186 as an off-white solid (105.6 mg, 91%). 1H NMR (400 MHz, DMSO) δ 9.66-9.62 (s, 1H), 9.48-9.44 (s, 1H),... Yields the product COC=1C(=NC(=CC1)N1N=CC=2C=NC(=CC21)C2=NC(=CN=C2)C)N2C[C@H](CCC2)N ((S)-1-(3-methoxy-6-(6-(6-methylpyrazin-2-yl)-1H-pyrazolo[4,3-c]pyridin-1-yl)pyridin-2-yl)piperidin-3-amine). As a reaction SMILES: [CH3:1][O:2][C:3]1[C:4]([N:25]2[CH2:30][CH2:29][CH2:28][C@H:27]([NH:31]C(=O)OC(C)(C)C)[CH2:26]2)=[N:5][C:6]([N:9]2[C:17]3[CH:16]=[C:15]([C:18]4[CH:23]=[N:22][CH:21]=[C:20]([CH3:24])[N:19]=4)[N:14]=[CH:13][C:12]=3[CH:11]=[N:10]2)=[CH:7][CH:8]=1.Cl>CO.O1CCOCC1>[CH3:1][O:2][C:3]1[C:4]([N:25]2[CH2:30][CH2:29][CH2:28][C@H:27]([NH2:31])[CH2:26]2)=[N:5][C:6]([N:9]2[C:17]3[CH:16]=[C:15]([C:18]4[CH:23]=[N:22][CH:21]=[C:20]([CH3:24])[N:19]=4)[N:14]=[CH:13][C:12]=3[CH:11]=[N:10]2)=[CH:7][CH:8]=1. Yield: 91.9%. Conditions: time 8 hour. Solvent: CO (Methanol), O1CCOCC1 (1,4-Dioxane). Starting materials: CC(=O)Nc1ccc(O)cc1, O=C([O-])[O-], CS(C)=O, CCOC(C)=O, [Cs+], [Cs+], O=[N+]([O-])c1cc(Cl)ccc1F. Yields the product CC(=O)Nc1ccc(Oc2ccc(Cl)cc2[N+](=O)[O-])cc1. Reaction SMILES: [C:12]([CH3:13])(=[O:14])[NH:15][c:16]1[cH:17][cH:18][c:19]([OH:22])[cH:20][cH:21]1.[C:23](=[O:24])([O-:25])[O-:26].[CH3:29][S:30]([CH3:31])=[O:32].[CH3:33][CH2:34][O:35][C:36](=[O:37])[CH3:38].[Cs+:27].[Cs+:28].[F:1][c:2]1[c:3]([N+:9](=[O:10])[O-:11])[cH:4][c:5]([Cl:8])[cH:6][cH:7]1>>[c:2]1([O:22][c:19]2[cH:18][cH:17][c:16]([NH:15][C:12]([CH3:13])=[O:14])[cH:21][cH:20]2)[c:3]([N+:9](=[O:10])[O-:11])[cH:4][c:5]([Cl:8])[cH:6][cH:7]1. The reactants are N1(CCCCC1)C(=O)Cl (1-Piperidine carbonyl chloride), FC=1C=CC(=NC1)NN (5-fluoro-2-hydrazinyl-pyridine), CCN(C(C)C)C(C)C (DIPEA). Run in C(Cl)Cl (DCM). Product: FC=1C=CC(=NC1)NNC(=O)N1CCCCC1 (Piperidine-1-carboxylic acid N′-(5-fluoro-pyridin-2-yl)-hydrazide). RXN SMILES: [N:1]1([C:7](Cl)=[O:8])[CH2:6][CH2:5][CH2:4][CH2:3][CH2:2]1.[F:10][C:11]1[CH:12]=[CH:13][C:14]([NH:17][NH2:18])=[N:15][CH:16]=1.CCN(C(C)C)C(C)C>C(Cl)Cl>[F:10][C:11]1[CH:12]=[CH:13][C:14]([NH:17][NH:18][C:7]([N:1]2[CH2:6][CH2:5][CH2:4][CH2:3][CH2:2]2)=[O:8])=[N:15][CH:16]=1. Procedure: 1-Piperidine carbonyl chloride (348 mg, 0.30 mL, 2.36 mmol) was added dropwise to a solution of 5-fluoro-2-hydrazinyl-pyridine (see for reference WO2010/022076, which is incorporated herein by reference; 0.30 g, 2.36 mmol) and DIPEA (1.20 mL, 7.08 mmol) in DCM (10 mL) at RT under nitrogen and the mixture stirred for 2 h. The solution was washed with water (2×15 mL) and dried (Na2SO4). The solvent was evaporated and the residue triturated (diethyl ether) to afford Intermediate Da (475 mg, 84%). L... Reactants: CN(C)C1(c2ccccc2)CCC(=O)C(F)C1, ClCCl, [Na+], [OH-], OCCc1c[nH]c2ccccc12, C[Si](C)(C)OS(=O)(=O)C(F)(F)F. Product: CN(C)C1(c2ccccc2)CCC2(OCCc3c2[nH]c2ccccc32)C(F)C1. As a reaction SMILES: [CH3:1][N:2]([C:3]1([c:11]2[cH:12][cH:13][cH:14][cH:15][cH:16]2)[CH2:4][CH:5]([F:10])[C:6](=[O:9])[CH2:7][CH2:8]1)[CH3:17].[Cl:44][CH2:45][Cl:46].[Na+:43].[OH-:42].[OH:18][CH2:19][CH2:20][c:21]1[cH:22][nH:23][c:24]2[cH:25][cH:26][cH:27][cH:28][c:29]12.[S:30]([O:31][Si:32]([CH3:33])([CH3:34])[CH3:35])([C:36]([F:37])([F:38])[F:39])(=[O:40])=[O:41]>>[CH3:1][N:2]([C:3]1([c:11]2[cH:12][cH:13][cH:14][cH:15][cH:16]2)[CH2:4][CH:5]([F:10])[C:6]2([CH2:7][CH2:8]1)[O:9][CH2:19][CH2:20][c:21]1[c:22]2[nH:23][c:24]2[cH:25][cH:26][cH:27][cH:28][c:29]12)[CH3:17]. The reactants are ClC1=NC=CC(=C1)C1=CC=CC=C1 (2-chloro-4-phenylpyridine), CC1=CC=C(CN2CCNCC2)C=C1 (4-(4-methylbenzyl)piperazine), C(C)(C)OC(C)C (isopropyl ether). Solvent: ClC1=C(C=C(C=C1)Cl)Cl (1,2,4-trichlorobenzene). Conditions: temperature 100 celsius. Yields the product CC1=CC=C(CN2CCN(CC2)C2=NC=CC(=C2)C2=CC=CC=C2)C=C1 (2-[4-(4-Methylbenzyl)-1-piperazinyl]-4-phenylpyridine). Isolated yield 38.9%. RXN SMILES: Cl[C:2]1[CH:7]=[C:6]([C:8]2[CH:13]=[CH:12][CH:11]=[CH:10][CH:9]=2)[CH:5]=[CH:4][N:3]=1.[CH3:14][C:15]1[CH:27]=[CH:26][C:18]([CH2:19][N:20]2[CH2:25][CH2:24][NH:23][CH2:22][CH2:21]2)=[CH:17][CH:16]=1.C(OC(C)C)(C)C>ClC1C=CC(Cl)=CC=1Cl>[CH3:14][C:15]1[CH:16]=[CH:17][C:18]([CH2:19][N:20]2[CH2:25][CH2:24][N:23]([C:2]3[CH:7]=[C:6]([C:8]4[CH:13]=[CH:12][CH:11]=[CH:10][CH:9]=4)[CH:5]=[CH:4][N:3]=3)[CH2:22][CH2:21]2)=[CH:26][CH:27]=1. Procedure: A solution of 2-chloro-4-phenylpyridine (11.4 g) and 4-(4-methylbenzyl)piperazine (11.4 g) in 1,2,4-trichlorobenzene (40 cc) is heated for 5 hours at 170° C. After the mixture is cooled to a temperature in the region of 20° C., isopropyl ether (200 cc) is added. The precipitate formed is separated by filtration, washed with isopropyl ether (50 cc) and then dissolved in ethyl acetate (250 cc). 5N aqueous sodium hydroxide solution (16 cc) is added, followed by distilled water (100 cc). The organic...